The task is: describe an organic reaction: reactants, conditions, products, and yield. This data is from the Open Reaction Database (ORD), a public repository of structured organic reaction records. Starting materials: ClC=1C=NC=C(C1N1CCC(CC1)C(=O)N)Cl (1-(3,5-dichloropyridin-4-yl)piperidine-4-carboxamide), N1=CC(=CC=C1)B(O)O (pyridin-3-yl boronic acid), C([O-])([O-])=O.[Na+].[Na+] (sodium carbonate). Reagents/catalysts: C=1C=CC(=CC1)[P](C=2C=CC=CC2)(C=3C=CC=CC3)[Pd]([P](C=4C=CC=CC4)(C=5C=CC=CC5)C=6C=CC=CC6)([P](C=7C=CC=CC7)(C=8C=CC=CC8)C=9C=CC=CC9)[P](C=1C=CC=CC1)(C=1C=CC=CC1)C=1C=CC=CC1 (tetrakis(triphenylphosphine)palladium(0)). The solvent is C(C)#N (acetonitrile). Yields the product ClC=1C(=C(C=NC1)C=1C=NC=CC1)N1CCC(CC1)C(=O)N (1-(5-chloro-3,3′-bipyridin-4-yl)piperidine-4-carboxamide). The yield is 25.1%. Reaction SMILES: Cl[C:2]1[CH:3]=[N:4][CH:5]=[C:6]([Cl:17])[C:7]=1[N:8]1[CH2:13][CH2:12][CH:11]([C:14]([NH2:16])=[O:15])[CH2:10][CH2:9]1.[N:18]1[CH:23]=[CH:22][CH:21]=[C:20](B(O)O)[CH:19]=1.C(=O)([O-])[O-].[Na+].[Na+]>C1C=CC([P]([Pd]([P](C2C=CC=CC=2)(C2C=CC=CC=2)C2C=CC=CC=2)([P](C2C=CC=CC=2)(C2C=CC=CC=2)C2C=CC=CC=2)[P](C2C=CC=CC=2)(C2C=CC=CC=2)C2C=CC=CC=2)(C2C=CC=CC=2)C2C=CC=CC=2)=CC=1.C(#N)C>[Cl:17][C:6]1[C:7]([N:8]2[CH2:13][CH2:12][CH:11]([C:14]([NH2:16])=[O:15])[CH2:10][CH2:9]2)=[C:2]([C:20]2[CH:19]=[N:18][CH:23]=[CH:22][CH:21]=2)[CH:3]=[N:4][CH:5]=1 |f:2.3.4,^1:36,38,57,76|. Procedure details: General procedure D was followed using 1-(3,5-dichloropyridin-4-yl)piperidine-4-carboxamide 23 (24 mg, 0.088 mmol), pyridin-3-yl boronic acid (12 mg, 0.11 mmol), tetrakis(triphenylphosphine)palladium(0) (5 mg, 5 mol %), acetonitrile (1 mL) and 0.5 M sodium carbonate (0.25 mL, 0.12 mmol) for 30 min. The crude product was purified by preparative tlc on silica gel (CH2Cl2, MeOH, 10:1) to furnish the title compound as a white solid (7 mg, 25%), LC-MS (ESI, 3.5 min) Rt 1.06 min, m/z 317 (100%, [M+H]+... Starting materials: CC(=O)N1CCC(O)CC1, C1CCOC1, Oc1ccc(C2CN(Cc3ccccc3)CCO2)cc1, c1ccc(P(c2ccccc2)c2ccccc2)cc1. Product: CC(=O)N1CCC(Oc2ccc(C3CN(Cc4ccccc4)CCO3)cc2)CC1. As a reaction SMILES: [C:40]([CH3:41])(=[O:42])[N:43]1[CH2:44][CH2:45][CH:46]([OH:49])[CH2:47][CH2:48]1.[O:50]1[CH2:51][CH2:52][CH2:53][CH2:54]1.[OH:1][c:2]1[cH:3][cH:4][c:5]([CH:8]2[O:9][CH2:10][CH2:11][N:12]([CH2:14][c:15]3[cH:16][cH:17][cH:18][cH:19][cH:20]3)[CH2:13]2)[cH:6][cH:7]1.[c:21]1([P:22]([c:23]2[cH:24][cH:25][cH:26][cH:27][cH:28]2)[c:29]2[cH:30][cH:31][cH:32][cH:33][cH:34]2)[cH:35][cH:36][cH:37][cH:38][cH:39]1>>[O:1]([c:2]1[cH:3][cH:4][c:5]([CH:8]2[O:9][CH2:10][CH2:11][N:12]([CH2:14][c:15]3[cH:16][cH:17][cH:18][cH:19][cH:20]3)[CH2:13]2)[cH:6][cH:7]1)[CH:46]1[CH2:45][CH2:44][N:43]([C:40]([CH3:41])=[O:42])[CH2:48][CH2:47]1.